Dataset: the Open Reaction Database (ORD), a public repository of structured organic reaction records. Task: describe an organic reaction: reactants, conditions, products, and yield Reactants: Cl(=O)[O-].[Na+] (Sodium chlorite), ClC1=CC=C(C=C1)C(C=O)C1(CC1)NC(OC(C)(C)C)=O (tert-Butyl 1-(1-(4-chlorophenyl)-2-oxoethyl)cyclopropylcarbamate), CC(C)=CC (2-methyl-2-butene), OP(=O)(O)[O-].[K+] (KH2PO4), C(CC(O)(C(=O)O)CC(=O)O)(=O)O (citric acid). Run in CC(C)(C)O (t-BuOH), O (water). Conditions: time 2 hour. Product: C(C)(C)(C)OC(=O)NC1(CC1)C(C(=O)O)C1=CC=C(C=C1)Cl (2-(1-(tert-butoxycarbonylamino)cyclopropyl)-2-(4-chlorophenyl)acetic acid). Isolated yield 91.1%. As a reaction SMILES: [Cl:1][C:2]1[CH:7]=[CH:6][C:5]([CH:8]([C:11]2([NH:14][C:15](=[O:21])[O:16][C:17]([CH3:20])([CH3:19])[CH3:18])[CH2:13][CH2:12]2)[CH:9]=[O:10])=[CH:4][CH:3]=1.CC(=CC)C.[OH:27]P([O-])(O)=O.[K+].Cl([O-])=O.[Na+].C(O)(=O)CC(CC(O)=O)(C(O)=O)O>CC(O)(C)C.O>[C:17]([O:16][C:15]([NH:14][C:11]1([CH:8]([C:5]2[CH:6]=[CH:7][C:2]([Cl:1])=[CH:3][CH:4]=2)[C:9]([OH:27])=[O:10])[CH2:12][CH2:13]1)=[O:21])([CH3:18])([CH3:20])[CH3:19] |f:2.3,4.5|. Reported procedure: tert-Butyl 1-(1-(4-chlorophenyl)-2-oxoethyl)cyclopropylcarbamate (0.64 mmol), 2-methyl-2-butene (1.6 mL, 2.0 M THF solution, 3.2 mmol) and KH2PO4 (0.087 g, 0.64 mmol) were dissolved in t-BuOH (20 mL)-water (6 mL). Sodium chlorite (0.174 g, 1.93 mmol) was added portionwise at 0° C. The mixture was stirred at room temperature for 2 hours and then acidified with 10% citric acid. The reaction was extracted with EtOAc. The combined organic layers were washed with brine, dried and concentrated to give... The reactants are CCOC(=O)C(C)(Cc1ccc(OCCc2nc(-c3cccc(-c4ccsc4)c3)oc2C)cc1)Oc1ccccc1, CO, [Na+], [OH-]. The product is Cc1oc(-c2cccc(-c3ccsc3)c2)nc1CCOc1ccc(CC(C)(Oc2ccccc2)C(=O)O)cc1. As a reaction SMILES: [CH2:1]([CH3:2])[O:3][C:4]([C:5]([CH2:6][c:7]1[cH:8][cH:9][c:10]([O:13][CH2:14][CH2:15][c:16]2[n:17][c:18](-[c:22]3[cH:23][c:24](-[c:28]4[cH:29][s:30][cH:31][cH:32]4)[cH:25][cH:26][cH:27]3)[o:19][c:20]2[CH3:21])[cH:11][cH:12]1)([O:33][c:34]1[cH:35][cH:36][cH:37][cH:38][cH:39]1)[CH3:40])=[O:41].[CH3:44][OH:45].[Na+:43].[OH-:42]>>[O:3]=[C:4]([C:5]([CH2:6][c:7]1[cH:8][cH:9][c:10]([O:13][CH2:14][CH2:15][c:16]2[n:17][c:18](-[c:22]3[cH:23][c:24](-[c:28]4[cH:29][s:30][cH:31][cH:32]4)[cH:25][cH:26][cH:27]3)[o:19][c:20]2[CH3:21])[cH:11][cH:12]1)([O:33][c:34]1[cH:35][cH:36][cH:37][cH:38][cH:39]1)[CH3:40])[OH:41]. Reactants: OCCCN1CCN(c2cccc(Cl)c2Cl)CC1, O=CCCCNC(=O)c1ccccc1. The product is O=CCCN1CCN(c2cccc(Cl)c2Cl)CC1. Reaction SMILES: [Cl:1][c:2]1[c:3]([N:9]2[CH2:10][CH2:11][N:12]([CH2:15][CH2:16][CH2:17][OH:18])[CH2:13][CH2:14]2)[cH:4][cH:5][cH:6][c:7]1[Cl:8].[O:19]=[CH:20][CH2:21][CH2:22][CH2:23][NH:24][C:25](=[O:26])[c:27]1[cH:28][cH:29][cH:30][cH:31][cH:32]1>>[Cl:1][c:2]1[c:3]([N:9]2[CH2:10][CH2:11][N:12]([CH2:15][CH2:16][CH:17]=[O:18])[CH2:13][CH2:14]2)[cH:4][cH:5][cH:6][c:7]1[Cl:8].